This data is from the Open Reaction Database (ORD), a public repository of structured organic reaction records. The task is: describe an organic reaction: reactants, conditions, products, and yield The reactants are CCS(=O)(=O)N1CCC(c2n[nH]c3c(C#N)cc(Br)cc23)CC1, O=C([O-])[O-], OB(O)c1ccc(F)cc1, [K+], [K+], C1COCCO1, O, c1ccc(P(c2ccccc2)(c2ccccc2)[Pd](P(c2ccccc2)(c2ccccc2)c2ccccc2)(P(c2ccccc2)(c2ccccc2)c2ccccc2)P(c2ccccc2)(c2ccccc2)c2ccccc2)cc1. The product is CCS(=O)(=O)N1CCC(c2n[nH]c3c(C#N)cc(-c4ccc(F)cc4)cc23)CC1. Reaction SMILES: [Br:1][c:2]1[cH:3][c:4]2[c:5]([CH:13]3[CH2:14][CH2:15][N:16]([S:19](=[O:20])(=[O:21])[CH2:22][CH3:23])[CH2:17][CH2:18]3)[n:6][nH:7][c:8]2[c:9]([C:11]#[N:12])[cH:10]1.[C:34](=[O:35])([O-:36])[O-:37].[F:24][c:25]1[cH:26][cH:27][c:28]([B:31]([OH:32])[OH:33])[cH:29][cH:30]1.[K+:38].[K+:39].[O:41]1[CH2:42][CH2:43][O:44][CH2:45][CH2:46]1.[OH2:40].[cH:47]1[cH:48][cH:49][c:50]([P:51]([Pd:52]([P:53]([c:54]2[cH:55][cH:56][cH:57][cH:58][cH:59]2)([c:60]2[cH:61][cH:62][cH:63][cH:64][cH:65]2)[c:66]2[cH:67][cH:68][cH:69][cH:70][cH:71]2)([P:72]([c:73]2[cH:74][cH:75][cH:76][cH:77][cH:78]2)([c:79]2[cH:80][cH:81][cH:82][cH:83][cH:84]2)[c:85]2[cH:86][cH:87][cH:88][cH:89][cH:90]2)[P:91]([c:92]2[cH:93][cH:94][cH:95][cH:96][cH:97]2)([c:98]2[cH:99][cH:100][cH:101][cH:102][cH:103]2)[c:104]2[cH:105][cH:106][cH:107][cH:108][cH:109]2)([c:110]2[cH:111][cH:112][cH:113][cH:114][cH:115]2)[c:116]2[cH:117][cH:118][cH:119][cH:120][cH:121]2)[cH:122][cH:123]1>>[c:2]1(-[c:28]2[cH:27][cH:26][c:25]([F:24])[cH:30][cH:29]2)[cH:3][c:4]2[c:5]([CH:13]3[CH2:14][CH2:15][N:16]([S:19](=[O:20])(=[O:21])[CH2:22][CH3:23])[CH2:17][CH2:18]3)[n:6][nH:7][c:8]2[c:9]([C:11]#[N:12])[cH:10]1.